Dataset: the Open Reaction Database (ORD), a public repository of structured organic reaction records. Task: describe an organic reaction: reactants, conditions, products, and yield Starting materials: O=C(CCC(=O)OC)NC1=NC=C(C=C1)COCC1=CC=C(C=C1)C1=CC=CC=C1 (Methyl 4-oxo-4-({5-[(4-phenylphenyl)methoxymethyl]-2-pyridyl}amino)butanoate), Cl (Hydrochloric acid), [OH-].[Na+] (sodium hydroxide). The solvent is O1CCCC1 (tetrahydrofuran), CO (methanol). Conditions: time 1 hour. The product is O=C(CCC(=O)O)NC1=NC=C(C=C1)COCC1=CC=C(C=C1)C1=CC=CC=C1 (4-Oxo-4-({5-[(4-phenylphenyl)methoxymethyl]-2-pyridyl}amino)butanoic acid). The yield is 92.5%. Reaction SMILES: [O:1]=[C:2]([NH:9][C:10]1[CH:15]=[CH:14][C:13]([CH2:16][O:17][CH2:18][C:19]2[CH:24]=[CH:23][C:22]([C:25]3[CH:30]=[CH:29][CH:28]=[CH:27][CH:26]=3)=[CH:21][CH:20]=2)=[CH:12][N:11]=1)[CH2:3][CH2:4][C:5]([O:7]C)=[O:6].[OH-].[Na+].Cl>O1CCCC1.CO>[O:1]=[C:2]([NH:9][C:10]1[CH:15]=[CH:14][C:13]([CH2:16][O:17][CH2:18][C:19]2[CH:20]=[CH:21][C:22]([C:25]3[CH:30]=[CH:29][CH:28]=[CH:27][CH:26]=3)=[CH:23][CH:24]=2)=[CH:12][N:11]=1)[CH2:3][CH2:4][C:5]([OH:7])=[O:6] |f:1.2|. Procedure: Methyl 4-oxo-4-({5-[(4-phenylphenyl)methoxymethyl]-2-pyridyl}amino)butanoate (0.168 g) was dissolved in a mixed solvent of tetrahydrofuran (3 mL) and methanol (1 mL). To the solution, an aqueous sodium hydroxide solution (1 M, 0.830 mL) was added at room temperature, and the mixture was stirred for 1 hour. Hydrochloric acid (1 M, 0.830 mL) was added to the reaction solution, and the mixture was stirred at 0° C. The resulting suspension was filtered, and the product collected by filtration was wa... Starting materials: O=C([O-])[O-], CC(C)Oc1ccc(CCl)cc1C#N, [Cs+], [Cs+], CN(C)C=O, CCOC(=O)CC1CCc2c1[nH]c1ccc(O)cc21. Yields the product CCOC(=O)CC1CCc2c1[nH]c1ccc(OCc3ccc(OC(C)C)c(C#N)c3)cc21. As a reaction SMILES: [C:20](=[O:21])([O-:22])[O-:23].[Cl:26][CH2:27][c:28]1[cH:29][cH:30][c:31]([O:36][CH:37]([CH3:38])[CH3:39])[c:32]([C:33]#[N:34])[cH:35]1.[Cs+:24].[Cs+:25].[O:40]=[CH:41][N:42]([CH3:43])[CH3:44].[OH:1][c:2]1[cH:3][c:4]2[c:5]3[c:6]([nH:7][c:8]2[cH:9][cH:10]1)[CH:11]([CH2:14][C:15](=[O:16])[O:17][CH2:18][CH3:19])[CH2:12][CH2:13]3>>[O:1]([c:2]1[cH:3][c:4]2[c:5]3[c:6]([nH:7][c:8]2[cH:9][cH:10]1)[CH:11]([CH2:14][C:15](=[O:16])[O:17][CH2:18][CH3:19])[CH2:12][CH2:13]3)[CH2:27][c:28]1[cH:29][cH:30][c:31]([O:36][CH:37]([CH3:38])[CH3:39])[c:32]([C:33]#[N:34])[cH:35]1. Reactants: CC1(O[C@@H]2CN3CCC[C@H]([C@@H]3[C@@H]2O1)O)C (swainsonine acetonide), Cl (HCl). Solvent: C1CCOC1 (THF). Conditions: time 8 hour. Yields the product C1C[C@H]([C@@H]2[C@@H]([C@@H](CN2C1)O)O)O (swainsonine). The yield is 80.7%. RXN SMILES: CC1(C)[O:13][C@@H:12]2[C@@H:4]([CH2:5][N:6]3[C@@H:11]2[C@H:10]([OH:14])[CH2:9][CH2:8][CH2:7]3)[O:3]1.Cl>C1COCC1>[CH2:8]1[CH2:7][N:6]2[C@@H:11]([C@H:12]([OH:13])[C@H:4]([OH:3])[CH2:5]2)[C@H:10]([OH:14])[CH2:9]1. Procedure: To a solution of swainsonine acetonide (104 mg, 0.49 mmol) in THF (6.5 ml) was added 6.0 ml of 6M HCl. The colorless solution was stirred overnight at room temperature. The solvent was removed in vacuo, leaving a colorless, viscous oil. The oil was then purified by an ion exchange chromatography (Dowex-1×8). Fractions (visualized with iodine or ninhydrin) were collected and concentrated in vacuo to furnish 68.5 mg(81% yield) of swainsonine as a white solid: mp and mixed mp 140-142 C; [ ]D25 =-75... The reactants are ClC1=NC2=CC=C(C=C2C(=C1)NCC1=CC(=C(C=C1)OC)Cl)Cl (2.6-dichloro-4-(3-chloro-4-methoxybenzyl)aminoquinoline), O1CCOCC1 (1,4-dioxane), CO (methanol), CC(C)([O-])C.[K+] (potassium t-butoxide). Run in O (water). The product is COC1=NC2=CC=C(C=C2C(=C1)NCC1=CC(=C(C=C1)OC)Cl)Cl (2-Methoxy-4-(3-chloro-4-methoxybenzyl)amino-6-chloroquinoline). Yield: 75.9%. As a reaction SMILES: Cl[C:2]1[CH:11]=[C:10]([NH:12][CH2:13][C:14]2[CH:19]=[CH:18][C:17]([O:20][CH3:21])=[C:16]([Cl:22])[CH:15]=2)[C:9]2[C:4](=[CH:5][CH:6]=[C:7]([Cl:23])[CH:8]=2)[N:3]=1.CO.C[C:27](C)([O-:29])C.[K+].O1CCOCC1>O>[CH3:27][O:29][C:2]1[CH:11]=[C:10]([NH:12][CH2:13][C:14]2[CH:19]=[CH:18][C:17]([O:20][CH3:21])=[C:16]([Cl:22])[CH:15]=2)[C:9]2[C:4](=[CH:5][CH:6]=[C:7]([Cl:23])[CH:8]=2)[N:3]=1 |f:2.3|. Procedure: A mixture comprising 200 mg of 2.6-dichloro-4-(3-chloro-4-methoxybenzyl)aminoquinoline, 0.5 ml of methanol, 200 mg of potassium t-butoxide and 3 ml of 1,4-dioxane was heated under reflux for one hour and cooled, followed by the addition of water. The resulting mixture was extracted with ethyl acetate and the ethyl acetate layer was washed with a saturated aqueous solution of sodium chloride, dried over anhydrous magnesium sulfate, and concentrated. The residue was purified by silica gel column c...